The task is: describe an organic reaction: reactants, conditions, products, and yield. This data is from the Open Reaction Database (ORD), a public repository of structured organic reaction records. Reactants: BrCCBr, CC1CN1C(=O)OC(C)(C)C, CCOCC, CSC, CCOC(C)=O, [Cu]Br, Fc1cc(Br)c2occc2c1, [Mg], O. Product: CC(Cc1cc(F)cc2ccoc12)NC(=O)OC(C)(C)C. Reaction SMILES: [Br:13][CH2:14][CH2:15][Br:16].[C:17]([CH3:18])([CH3:19])([CH3:20])[O:21][C:22](=[O:23])[N:24]1[CH:25]([CH3:27])[CH2:26]1.[CH3:28][CH2:29][O:30][CH2:31][CH3:32].[CH3:33][S:34][CH3:35].[CH3:39][CH2:40][O:41][C:42](=[O:43])[CH3:44].[Cu:36][Br:37].[F:1][c:2]1[cH:3][c:4]([Br:11])[c:5]2[c:6]([cH:7][cH:8][o:9]2)[cH:10]1.[Mg:12].[OH2:38]>>[F:1][c:2]1[cH:3][c:4]([CH2:26][CH:25]([NH:24][C:22]([O:21][C:17]([CH3:18])([CH3:19])[CH3:20])=[O:23])[CH3:27])[c:5]2[c:6]([cH:7][cH:8][o:9]2)[cH:10]1.